describe an organic reaction: reactants, conditions, products, and yield From a dataset of the Open Reaction Database (ORD), a public repository of structured organic reaction records. The reactants are O=C=O, C1CCCCC1, COc1cccc2ccccc12, [Li]CCCC, CCCCCC, CCOCC, CN(C)CCN(C)C, Cl. Product: COc1c(C(=O)O)ccc2ccccc12. Reaction SMILES: [C:26](=[O:27])=[O:28].[CH2:36]1[CH2:37][CH2:38][CH2:39][CH2:40][CH2:41]1.[CH3:14][O:15][c:16]1[cH:17][cH:18][cH:19][c:20]2[cH:21][cH:22][cH:23][cH:24][c:25]12.[CH3:1][CH2:2][CH2:3][CH2:4][Li:5].[CH3:30][CH2:31][CH2:32][CH2:33][CH2:34][CH3:35].[CH3:42][CH2:43][O:44][CH2:45][CH3:46].[CH3:6][N:7]([CH3:8])[CH2:9][CH2:10][N:11]([CH3:12])[CH3:13].[ClH:29]>>[CH3:14][O:15][c:16]1[c:17]([C:26](=[O:27])[OH:28])[cH:18][cH:19][c:20]2[cH:21][cH:22][cH:23][cH:24][c:25]12. The reactants are ClC=1C(=CC(=C(C1)C)[N+](=O)[O-])[N+](=O)[O-] (5-chloro-2,4-dinitrotoluene), OCC1=CC=C(C=C1)B(O)O (4-(hydroxymethyl)phenylboronic acid), C([O-])([O-])=O.[K+].[K+] (potassium carbonate). Reagents/catalysts: Cl[Pd]([P](C1=CC=CC=C1)(C2=CC=CC=C2)C3=CC=CC=C3)([P](C4=CC=CC=C4)(C5=CC=CC=C5)C6=CC=CC=C6)Cl (bis(triphenylphosphine)palladium(II) chloride). The solvent is O1CCOCC1 (1,4-dioxane), O (water), C(C)(=O)OCC (ethyl acetate). Reaction conditions: temperature 170 celsius. Product: CC=1C(=CC(=C(C1)C1=CC=C(C=C1)CO)[N+](=O)[O-])[N+](=O)[O-] ((5′-methyl-2′,4′-dinitro-biphenyl-4-yl)-methanol). The yield is 45.1%. Reaction SMILES: Cl[C:2]1[C:3]([N+:12]([O-:14])=[O:13])=[CH:4][C:5]([N+:9]([O-:11])=[O:10])=[C:6]([CH3:8])[CH:7]=1.[OH:15][CH2:16][C:17]1[CH:22]=[CH:21][C:20](B(O)O)=[CH:19][CH:18]=1.C(=O)([O-])[O-].[K+].[K+]>O1CCOCC1.O.C(OCC)(=O)C.Cl[Pd](Cl)([P](C1C=CC=CC=1)(C1C=CC=CC=1)C1C=CC=CC=1)[P](C1C=CC=CC=1)(C1C=CC=CC=1)C1C=CC=CC=1>[CH3:8][C:6]1[C:5]([N+:9]([O-:11])=[O:10])=[CH:4][C:3]([N+:12]([O-:14])=[O:13])=[C:2]([C:20]2[CH:21]=[CH:22][C:17]([CH2:16][OH:15])=[CH:18][CH:19]=2)[CH:7]=1 |f:2.3.4,^1:47,66|. Procedure: A mixture of 5-chloro-2,4-dinitrotoluene (1.0 g), 4-(hydroxymethyl)phenylboronic acid (0.84 g), bis(triphenylphosphine)palladium(II) chloride (150 mg) and potassium carbonate (2.0 g) in a mixture of 1,4-dioxane and water (10/1, 11 mL) was heated at 170° C. in a microwave reactor for 10 minutes. The reaction mixture was then cooled and diluted with ethyl acetate. The organic layer was washed with water and brine, dried over anhydrous sodium sulfate, filtered and evaporated under reduced pressure.... Reactants: S1C2=C(C=C1CC=1C(=C(C(=C(C1)C1OC(CC(C1O)O)CO)O)C)C)C=CC=C2 (2-(5-(benzo[b]thiophen-2-ylmethyl)-2-hydroxy-3,4-dimethylphenyl)-6-(hydroxymethyl)tetrahydro-2H-pyran-3,4-diol), C(=O)([O-])[O-].[Cs+].[Cs+] (Cs2CO3), C(C=C)Br (allyl bromide). The solvent is CC(=O)C (acetone). Run at time 16 hour. Product: C(C=C)OC1=C(C=C(C(=C1C)C)CC1=CC2=C(S1)C=CC=C2)C2OC(CC(C2O)O)CO (2-(2-(allyloxy)-5-(benzo[b]thiophen-2-ylmethyl)-3,4-dimethylphenyl)-6-(hydroxymethyl)tetrahydro-2H-pyran-3,4-diol). Isolated yield 48.1%. Reaction SMILES: [S:1]1[C:5]([CH2:6][C:7]2[C:8]([CH3:25])=[C:9]([CH3:24])[C:10]([OH:23])=[C:11]([CH:13]3[CH:18]([OH:19])[CH:17]([OH:20])[CH2:16][CH:15]([CH2:21][OH:22])[O:14]3)[CH:12]=2)=[CH:4][C:3]2[CH:26]=[CH:27][CH:28]=[CH:29][C:2]1=2.C([O-])([O-])=O.[Cs+].[Cs+].[CH2:36](Br)[CH:37]=[CH2:38]>CC(C)=O>[CH2:38]([O:23][C:10]1[C:9]([CH3:24])=[C:8]([CH3:25])[C:7]([CH2:6][C:5]2[S:1][C:2]3[CH:29]=[CH:28][CH:27]=[CH:26][C:3]=3[CH:4]=2)=[CH:12][C:11]=1[CH:13]1[CH:18]([OH:19])[CH:17]([OH:20])[CH2:16][CH:15]([CH2:21][OH:22])[O:14]1)[CH:37]=[CH2:36] |f:1.2.3|. Procedure details: A 20 ml vial was charged with 22 (33.3 mg, 0.08 mmol) and Cs2CO3 (39.3 mg, 0.12 mmol) and to which was added 1 ml of dry acetone, followed by allyl bromide (19.4 mg, 0.16 mmol). The resulting mixture was stirred at room temperature for 16 h and the solid was filtered of, washed with acetone. The solvent was evaporated and the crude residue was purified by flash column chromatography on silica gel (4 g column, EtOAc/heptane: 0>>>100%) to afford 17.5 mg (43.1%) of 24 as a white solid. 1H NMR (CD3O... Reactants: FC(C(=O)O)(F)F (trifluoroacetic acid), O=C1N([C@H](C=C1N[C@H](C)C1=CC=CC=C1)C1=CC(=CC=C1)OC(F)(F)F)C1=CC=C(C#N)C=C1 (4-[(R)-2-oxo-3-((R)-1-phenyl-ethylamino)-5-(3-trifluoromethoxy-phenyl)-2,5-dihydro-pyrrol-1-yl]-benzonitrile), CC(C)(C1=NC(=CC=C1)C(F)(F)F)N (1-methyl-1-(6-trifluoromethyl-pyridin-2-yl)-ethylamine), O=C1N([C@H](CC1=O)C1=CC(=CC=C1)OC(F)(F)F)C1=CC=C(C#N)C=C1 (4-[(R)-2,3-dioxo-5-(3-trifluoromethoxy-phenyl)-pyrrolidin-1-yl]-benzonitrile). Run in ClCCl (dichloromethane), O (water). Conditions: time 2 hour. Product: CC(C)(C1=NC(=CC=C1)C(F)(F)F)NC=1C(N([C@H](C1)C1=CC(=CC=C1)OC(F)(F)F)C1=CC=C(C#N)C=C1)=O (4-[(R)-3-[1-methyl-1-(6-trifluoromethyl-pyridin-2-yl)-ethylamino]-2-oxo-5-(3-trifluoromethoxy-phenyl)-2,5-dihydro-pyrrol-1-yl]-benzonitrile). Yield: 37.0%. RXN SMILES: FC(F)(F)C(O)=O.[O:8]=[C:9]1[C:13](N[C@@H](C2C=CC=CC=2)C)=[CH:12][C@H:11]([C:23]2[CH:28]=[CH:27][CH:26]=[C:25]([O:29][C:30]([F:33])([F:32])[F:31])[CH:24]=2)[N:10]1[C:34]1[CH:41]=[CH:40][C:37]([C:38]#[N:39])=[CH:36][CH:35]=1.O=C1C(=O)C[C@H](C2C=CC=C(OC(F)(F)F)C=2)N1C1C=CC(C#N)=CC=1.[CH3:68][C:69]([NH2:81])([C:71]1[CH:76]=[CH:75][CH:74]=[C:73]([C:77]([F:80])([F:79])[F:78])[N:72]=1)[CH3:70]>ClCCl.O>[CH3:70][C:69]([NH:81][C:13]1[C:9](=[O:8])[N:10]([C:34]2[CH:35]=[CH:36][C:37]([C:38]#[N:39])=[CH:40][CH:41]=2)[C@@H:11]([C:23]2[CH:28]=[CH:27][CH:26]=[C:25]([O:29][C:30]([F:31])([F:33])[F:32])[CH:24]=2)[CH:12]=1)([C:71]1[CH:76]=[CH:75][CH:74]=[C:73]([C:77]([F:79])([F:80])[F:78])[N:72]=1)[CH3:68]. Procedure details: Add trifluoroacetic acid (2.00 mL, 26.43 mmol) to a biphasic mixture of 4-[(R)-2-oxo-3-((R)-1-phenyl-ethylamino)-5-(3-trifluoromethoxy-phenyl)-2,5-dihydro-pyrrol-1-yl]-benzonitrile) in dichloromethane (12 mL) and water (4.9 mL). Stir at ambient temperature for 2 hours. Observe significant formation of 4-[(R)-2,3-dioxo-5-(3-trifluoromethoxy-phenyl)-pyrrolidin-1-yl]-benzonitrile (LC-MS ESI m/z: 361 (M+H)+, Tr=2.34 min., method 2. Wash the reaction mixture with water. Filter the organic phase throu...